From a dataset of the Open Reaction Database (ORD), a public repository of structured organic reaction records. describe an organic reaction: reactants, conditions, products, and yield Starting materials: C(C)OCC (diethyl ether), O1C(CCCC1)ONC(=O)[C@@H](C\C=C\C1=CC=CC=C1)[C@H](C(=O)NN(CC(C)C)C(C(C)OC(C)=O)=O)CC(C)C ((E)-2(R)-[1(S)-[(tetrahydro-2(RS)-pyranyloxy)carbamoyl]-4-phenyl-3-butenyl]-2′-(2(RS)-acetoxypropionyl)-2′-isobutyl-4-methylvalerohydrazide), C([O-])([O-])=O.[K+].[K+] (potassium carbonate). Run in CO (methanol), O (water), O (water). Run at time 2 hour. Yields the product O1C(CCCC1)ONC(=O)[C@@H](C\C=C\C1=CC=CC=C1)[C@H](C(=O)NN(CC(C)C)C(C(C)O)=O)CC(C)C ((E)-2(R)-[1(S)-[(tetrahydro-2(RS)-pyranyloxy)carbamoyl]-4-phenyl-3-butenyl]-2′-(2(RS)-hydroxypropionyl)-2′-isobutyl-4-methylvalerohydrazide). Isolated yield 69.0%. RXN SMILES: [O:1]1[CH2:6][CH2:5][CH2:4][CH2:3][CH:2]1[O:7][NH:8][C:9]([C@H:11]([C@@H:21]([CH2:38][CH:39]([CH3:41])[CH3:40])[C:22]([NH:24][N:25]([C:30](=[O:37])[CH:31]([O:33]C(=O)C)[CH3:32])[CH2:26][CH:27]([CH3:29])[CH3:28])=[O:23])[CH2:12]/[CH:13]=[CH:14]/[C:15]1[CH:20]=[CH:19][CH:18]=[CH:17][CH:16]=1)=[O:10].C(=O)([O-])[O-].[K+].[K+].C(OCC)C>CO.O>[O:1]1[CH2:6][CH2:5][CH2:4][CH2:3][CH:2]1[O:7][NH:8][C:9]([C@H:11]([C@@H:21]([CH2:38][CH:39]([CH3:41])[CH3:40])[C:22]([NH:24][N:25]([C:30](=[O:37])[CH:31]([OH:33])[CH3:32])[CH2:26][CH:27]([CH3:29])[CH3:28])=[O:23])[CH2:12]/[CH:13]=[CH:14]/[C:15]1[CH:20]=[CH:19][CH:18]=[CH:17][CH:16]=1)=[O:10] |f:1.2.3|. Procedure: A solution of 1.11 g of (E)-2(R)-[1(S)-[(tetrahydro-2(RS)-pyranyloxy)carbamoyl]-4-phenyl-3-butenyl]-2′-(2(RS)-acetoxypropionyl)-2′-isobutyl-4-methylvalerohydrazide in a mixture of 8 ml of methanol and 4 ml of water was treated with 0.524 g of potassium carbonate. The mixture was stirred at room temperature for 2 hours, diluted with water and extracted with ethyl acetate. The ethyl acetate solution was washed with water, dried over anhydrous magnesium sulphate and was evaporated to give a foam. T... The reactants are Cc1ccc(OC(=O)Cl)cc1, O, O=C(O)C1CCCN1, O=S(=O)(O)O. The product is Cc1ccc(OC(=O)N2CCCC2C(=O)O)cc1. RXN SMILES: [Cl:9][C:10](=[O:11])[O:12][c:13]1[cH:14][cH:15][c:16]([CH3:19])[cH:17][cH:18]1.[OH2:25].[OH:1][C:2](=[O:3])[CH:4]1[CH2:5][CH2:6][CH2:7][NH:8]1.[S:20](=[O:21])(=[O:22])([OH:23])[OH:24]>>[OH:1][C:2](=[O:3])[CH:4]1[CH2:5][CH2:6][CH2:7][N:8]1[C:10](=[O:11])[O:12][c:13]1[cH:14][cH:15][c:16]([CH3:19])[cH:17][cH:18]1. Starting materials: C(C)OC(C(CC=1C(=C2C=CNC2=CC1)C)OCC)=O (rac-2-ethoxy-3-(4-methyl-1H-indol-5-yl)-propionic acid ethyl ester), 10h, ClCC=1N=C(OC1C)C1=CC(=C(C=C1)F)C (4-chloromethyl-2-(4-fluoro-3-methyl-phenyl)-5-methyl-oxazole). Yields the product C(C)OC(C(=O)O)CC=1C(=C2C=CN(C2=CC1)CC=1N=C(OC1C)C1=CC(=C(C=C1)F)C)C (rac-2-ethoxy-3-{-[2-(4-fluoro-3-methyl-phenyl)-5-methyl-oxazol-4-ylmethyl]-4-methyl-1H-indol-5-yl}-propionic acid). As a reaction SMILES: C([O:3][C:4](=[O:20])[CH:5]([O:17][CH2:18][CH3:19])[CH2:6][C:7]1[C:8]([CH3:16])=[C:9]2[C:13](=[CH:14][CH:15]=1)[NH:12][CH:11]=[CH:10]2)C.Cl[CH2:22][C:23]1[N:24]=[C:25]([C:29]2[CH:34]=[CH:33][C:32]([F:35])=[C:31]([CH3:36])[CH:30]=2)[O:26][C:27]=1[CH3:28]>>[CH2:18]([O:17][CH:5]([CH2:6][C:7]1[C:8]([CH3:16])=[C:9]2[C:13](=[CH:14][CH:15]=1)[N:12]([CH2:22][C:23]1[N:24]=[C:25]([C:29]3[CH:34]=[CH:33][C:32]([F:35])=[C:31]([CH3:36])[CH:30]=3)[O:26][C:27]=1[CH3:28])[CH:11]=[CH:10]2)[C:4]([OH:3])=[O:20])[CH3:19]. Procedure: In analogy to the procedure described in example 44, rac-2-ethoxy-3-(4-methyl-1H-indol-5-yl)-propionic acid ethyl ester [preparation 10h)] was reacted with 4-chloromethyl-2-(4-fluoro-3-methyl-phenyl)-5-methyl-oxazole to give rac-2-ethoxy-3-{-[2-(4-fluoro-3-methyl-phenyl)-5-methyl-oxazol-4-ylmethyl]-4-methyl-1H-indol-5-yl}-propionic acid as yellow solid. The reactants are C(C)(=O)[O-].[K+] (potassium acetate), C1COCCOCCOCCOCCOCCO1 (18-crown-6), ClCCNC(=O)NC=1C=CC2=C(C(=NCC(N2C)=O)C2=C(C=CC=C2)F)C1Cl (1-(2-chloroethyl)-3-[6-chloro-5-(o-fluorophenyl)-2,3-dihydro-1-methyl-2-oxo-1H-1,4-benzodiazepin-7-yl]urea). Run in C(C)#N (acetonitrile). Reaction conditions: time 5 day. The product is C(C)(=O)OCCNC(=O)NC=1C=CC2=C(C(=NCC(N2C)=O)C2=C(C=CC=C2)F)C1Cl (2-[3-[6-chloro-5-(o-fluorophenyl)-2,3-dihydro-1-methyl-2-oxo-1H-1,4-benzodiazepin-7-yl]ureido]ethyl acetate). Reaction SMILES: Cl[CH2:2][CH2:3][NH:4][C:5]([NH:7][C:8]1[CH:9]=[CH:10][C:11]2[N:17]([CH3:18])[C:16](=[O:19])[CH2:15][N:14]=[C:13]([C:20]3[CH:25]=[CH:24][CH:23]=[CH:22][C:21]=3[F:26])[C:12]=2[C:27]=1[Cl:28])=[O:6].[C:29]([O-:32])(=[O:31])[CH3:30].[K+].C1OCCOCCOCCOCCOCCOC1>C(#N)C>[C:29]([O:32][CH2:2][CH2:3][NH:4][C:5]([NH:7][C:8]1[CH:9]=[CH:10][C:11]2[N:17]([CH3:18])[C:16](=[O:19])[CH2:15][N:14]=[C:13]([C:20]3[CH:25]=[CH:24][CH:23]=[CH:22][C:21]=3[F:26])[C:12]=2[C:27]=1[Cl:28])=[O:6])(=[O:31])[CH3:30] |f:1.2|. Reported procedure: 3.7 g of 1-(2-chloroethyl)-3-[6-chloro-5-(o-fluorophenyl)-2,3-dihydro-1-methyl-2-oxo-1H-1,4-benzodiazepin-7-yl]urea dissolved in 100 ml of acetonitrile are treated with 1.83 g of potassium acetate and 4.21 g of 18-crown-6. The mixture is then stirred at room temperature for 5 days, concentrated, treated with water/methylene chloride and the aqueous solution is extracted several times with methylene chloride. The organic solution is dried with sodium sulphate, filtered and concentrated. The resid... Starting materials: BrC1=C(CN2C(=NC3=C2C=C(C=C3)O)C3=CC(=C(C(=C3)OC)OC)OC)C=CC=C1 (1-(2-bromobenzyl)-2-(3,4,5-trimethoxyphenyl)-6-hydroxybenzimidazole), CN(C)CCCl (2-(N,N-dimethylamino)ethyl chloride). Product: BrC1=C(CN2C(=NC3=C2C=C(C=C3)OCCN(C)C)C3=CC(=C(C(=C3)OC)OC)OC)C=CC=C1 (1-(2-bromobenzyl)-2-(3,4,5-trimethoxyphenyl)-6-[2-(N,N-dimethylamino)ethoxy]benzimidazole). As a reaction SMILES: [Br:1][C:2]1[CH:30]=[CH:29][CH:28]=[CH:27][C:3]=1[CH2:4][N:5]1[C:9]2[CH:10]=[C:11]([OH:14])[CH:12]=[CH:13][C:8]=2[N:7]=[C:6]1[C:15]1[CH:20]=[C:19]([O:21][CH3:22])[C:18]([O:23][CH3:24])=[C:17]([O:25][CH3:26])[CH:16]=1.[CH3:31][N:32]([CH2:34][CH2:35]Cl)[CH3:33]>>[Br:1][C:2]1[CH:30]=[CH:29][CH:28]=[CH:27][C:3]=1[CH2:4][N:5]1[C:9]2[CH:10]=[C:11]([O:14][CH2:35][CH2:34][N:32]([CH3:33])[CH3:31])[CH:12]=[CH:13][C:8]=2[N:7]=[C:6]1[C:15]1[CH:16]=[C:17]([O:25][CH3:26])[C:18]([O:23][CH3:24])=[C:19]([O:21][CH3:22])[CH:20]=1. Procedure: The title compound was prepared by reacting the compound of Example 114 with 2-(N,N-dimethylamino)ethyl chloride essentially as previously described. mp 152° C., NMR, IR, MS 539, 541. Starting materials: S[C@H](C(=O)N1CSC[C@H]1C(=O)O)C ((4R)-3-[(2S)-2-mercaptopropanoyl]-4-thiazolidinecarboxylic acid), C([O-])([O-])=O.[K+].[K+] (potassium carbonate), C1(=CC=C(C=C1)C(=O)Cl)C (p-toluoyl chloride). Solvent: O (water). Yields the product CC1=CC=C(C(=O)S[C@H](C(=O)N2CSC[C@H]2C(=O)O)C)C=C1 ((4R)-3-[(2S)-S-(4-Methylbenzoyl)-2-mercaptopropanoyl]-4-thiazolidinecarboxylic acid). As a reaction SMILES: [SH:1][C@@H:2]([CH3:13])[C:3]([N:5]1[C@H:9]([C:10]([OH:12])=[O:11])[CH2:8][S:7][CH2:6]1)=[O:4].C(=O)([O-])[O-].[K+].[K+].[C:20]1([CH3:29])[CH:25]=[CH:24][C:23]([C:26](Cl)=[O:27])=[CH:22][CH:21]=1>O>[CH3:29][C:20]1[CH:25]=[CH:24][C:23]([C:26]([S:1][C@@H:2]([CH3:13])[C:3]([N:5]2[C@H:9]([C:10]([OH:12])=[O:11])[CH2:8][S:7][CH2:6]2)=[O:4])=[O:27])=[CH:22][CH:21]=1 |f:1.2.3|. Procedure: 2.2 g of (4R)-3-[(2S)-2-mercaptopropanoyl]-4-thiazolidinecarboxylic acid and 2.8 g of potassium carbonate are dissolved in 50 ml of water. To this solution, 1.6 g of p-toluoyl chloride is added dropwise with stirring under ice-cooling. After the addition, the mixture is stirred under ice-cooling for 1 hour and at room temperature for additional 1 hour. The reaction solution is washed with ethyl acetate, and acidified with conc. hydrochloric acid to give crystals. The crystals (the titled compoun...